This data is from the Open Reaction Database (ORD), a public repository of structured organic reaction records. The task is: describe an organic reaction: reactants, conditions, products, and yield The reactants are COC(C1=CC(=CC(=C1)Br)Br)=O (3,5-dibromo-benzoic acid methyl ester), N1=CC(=CC=C1)N (pyridin-3-ylamine), COC(C1=CC(=CC(=C1)NC=1C=NC=CC1)C1=C2C=CNC2=CC=C1)=O (3-(1H-indol-4-yl)-5-(pyridin-3-ylamino)-benzoic acid methyl ester). Product: COC(C1=CC(=CC(=C1)NC=1C=NC=CC1)Br)=O (3-Bromo-5-(pyridin-3-ylamino)-benzoic acid methyl ester). Reaction SMILES: [CH3:1][O:2][C:3](=[O:12])[C:4]1[CH:9]=[C:8]([Br:10])[CH:7]=[C:6](Br)[CH:5]=1.[N:13]1[CH:18]=[CH:17][CH:16]=[C:15]([NH2:19])[CH:14]=1.COC(=O)C1C=C(NC2C=NC=CC=2)C=C(C2C=CC=C3C=2C=CN3)C=1>>[CH3:1][O:2][C:3](=[O:12])[C:4]1[CH:5]=[C:6]([NH:19][C:15]2[CH:14]=[N:13][CH:18]=[CH:17][CH:16]=2)[CH:7]=[C:8]([Br:10])[CH:9]=1. Reported procedure: 3-Bromo-5-(pyridin-3-ylamino)-benzoic acid methyl ester was prepared from 3,5-dibromo-benzoic acid methyl ester and pyridin-3-ylamine in low yield as described for Example 36, except that the reaction was run at 130° C. This material was converted to 3-(1H-indol-4-yl)-5-(pyridin-3-ylamino)-benzoic acid methyl ester by the method of Example 35. 1H NMR (400 MHz, CDCl3): δ 8.43 (d, J=14.4 Hz, 2H), 8.20 (s, 1H), 7.99 (s, 1H), 7.73 (s, 1H), 7.56 (s, 1H), 7.49 (d, J=8.2 Hz, 1H), 7.41 (d, J=8.0 Hz, 1H)...